From a dataset of the Open Reaction Database (ORD), a public repository of structured organic reaction records. describe an organic reaction: reactants, conditions, products, and yield The reactants are [Br-], CN1CCCC(OC(=O)C(O)(c2cccs2)c2cccs2)C1, CC#N, BrCCOc1ccccc1. Product: [Br-], C[N+]1(CCOc2ccccc2)CCCC(OC(=O)C(O)(c2cccs2)c2cccs2)C1. RXN SMILES: [Br-:33].[CH3:1][N:2]1[CH2:3][CH:4]([O:8][C:9]([C:10]([c:11]2[s:12][cH:13][cH:14][cH:15]2)([c:16]2[s:17][cH:18][cH:19][cH:20]2)[OH:21])=[O:22])[CH2:5][CH2:6][CH2:7]1.[CH3:34][C:35]#[N:36].[O:23]([c:24]1[cH:25][cH:26][cH:27][cH:28][cH:29]1)[CH2:30][CH2:31][Br:32]>>[Br-:32].[CH3:1][N+:2]1([CH2:31][CH2:30][O:23][c:24]2[cH:25][cH:26][cH:27][cH:28][cH:29]2)[CH2:3][CH:4]([O:8][C:9]([C:10]([c:11]2[s:12][cH:13][cH:14][cH:15]2)([c:16]2[s:17][cH:18][cH:19][cH:20]2)[OH:21])=[O:22])[CH2:5][CH2:6][CH2:7]1. Starting materials: CC(C)(C)c1ccc(CBr)cc1, CN(C)C=O, [H-], [Na+], COC(=O)c1ccc(N2CCNC2=O)cc1. The product is COC(=O)c1ccc(N2CCN(Cc3ccc(C(C)(C)C)cc3)C2=O)cc1. RXN SMILES: [Br:19][CH2:20][c:21]1[cH:22][cH:23][c:24]([C:27]([CH3:28])([CH3:29])[CH3:30])[cH:25][cH:26]1.[CH3:31][N:32]([CH3:33])[CH:34]=[O:35].[H-:17].[Na+:18].[O:1]=[C:2]1[N:3]([c:7]2[cH:8][cH:9][c:10]([C:11](=[O:12])[O:13][CH3:14])[cH:15][cH:16]2)[CH2:4][CH2:5][NH:6]1>>[O:1]=[C:2]1[N:3]([c:7]2[cH:8][cH:9][c:10]([C:11](=[O:12])[O:13][CH3:14])[cH:15][cH:16]2)[CH2:4][CH2:5][N:6]1[CH2:20][c:21]1[cH:22][cH:23][c:24]([C:27]([CH3:28])([CH3:29])[CH3:30])[cH:25][cH:26]1. Reaction SMILES: [Cl:1][C:2]1[C:3]2[C:11]([CH:12]([CH3:14])[CH3:13])=[CH:10][NH:9][C:4]=2[N:5]=[C:6]([NH2:8])[N:7]=1.Cl[CH2:16][C:17]1[C:22]([CH3:23])=[C:21]([O:24][CH3:25])[C:20]([CH3:26])=[CH:19][N:18]=1.C([O-])([O-])=O.[K+].[K+]>CN(C=O)C>[Cl:1][C:2]1[C:3]2[C:11]([CH:12]([CH3:14])[CH3:13])=[CH:10][N:9]([CH2:16][C:17]3[C:22]([CH3:23])=[C:21]([O:24][CH3:25])[C:20]([CH3:26])=[CH:19][N:18]=3)[C:4]=2[N:5]=[C:6]([NH2:8])[N:7]=1 |f:2.3.4|. Yield: 20.0%. Run at temperature 45 celsius. Yields the product ClC=1C2=C(N=C(N1)N)N(C=C2C(C)C)CC2=NC=C(C(=C2C)OC)C (4-chloro-5-isopropyl-7-(4-methoxy-3,5-dimethyl-pyridin-2-ylmethyl)-7H-pyrrolo[2,3-d]pyrimidin-2-ylamine). Procedure details: A suspension of 4-chloro-5-isopropyl-7H-pyrrolo[2,3-d]pyrimidin-2-ylamine (105 mg, 0.5 mmol), 2-chloromethyl-4-methoxy-3,5-dimethyl-pyridine (93 mg, 0.5 mmol) and K2CO3 (85 mg, 0.6 mmol) in dry DMF (1 mL) was heated to 45° C. overnight, Work-up (EtOAc), evaporation, and purification by preparative TLC (MeOH/CH2Cl2 10:1) gave 4-chloro-5-isopropyl-7-(4-methoxy-3,5-dimethyl-pyridin-2-ylmethyl)-7H-pyrrolo[2,3-d]pyrimidin-2-ylamine (36 mg). HPLC Rt: 5.867 min. 1H-NMR (DMSO-d6): δ 8.07 (s, 1H), 6.74(s... Starting materials: ClC=1C2=C(N=C(N1)N)NC=C2C(C)C (4-chloro-5-isopropyl-7H-pyrrolo[2,3-d]pyrimidin-2-ylamine), ClCC1=NC=C(C(=C1C)OC)C (2-chloromethyl-4-methoxy-3,5-dimethyl-pyridine), C(=O)([O-])[O-].[K+].[K+] (K2CO3). Run in CN(C)C=O (DMF). Reactants: C#Cc1cccc(-c2c3cccc(C(F)(F)F)c3nn2Cc2c(F)cc(F)cc2F)c1, CC(=O)[O-], CCCC[N+](CCCC)(CCCC)CCCC, CCOC(=O)c1cccc(I)c1, CN(C)C=O. Yields the product CCOC(=O)c1cccc(C#Cc2cccc(-c3c4cccc(C(F)(F)F)c4nn3Cc3c(F)cc(F)cc3F)c2)c1. RXN SMILES: [C:1](#[CH:2])[c:3]1[cH:4][c:5](-[c:9]2[n:10]([CH2:22][c:23]3[c:24]([F:31])[cH:25][c:26]([F:30])[cH:27][c:28]3[F:29])[n:11][c:12]3[c:13]([C:18]([F:19])([F:20])[F:21])[cH:14][cH:15][cH:16][c:17]23)[cH:6][cH:7][cH:8]1.[C:44]([O-:45])(=[O:46])[CH3:47].[CH2:48]([N+:49]([CH2:50][CH2:51][CH2:52][CH3:53])([CH2:54][CH2:55][CH2:56][CH3:57])[CH2:58][CH2:59][CH2:60][CH3:61])[CH2:62][CH2:63][CH3:64].[I:32][c:33]1[cH:34][c:35]([C:36](=[O:37])[O:38][CH2:39][CH3:40])[cH:41][cH:42][cH:43]1.[O:65]=[CH:66][N:67]([CH3:68])[CH3:69]>>[C:1](#[C:2][c:33]1[cH:34][c:35]([C:36](=[O:37])[O:38][CH2:39][CH3:40])[cH:41][cH:42][cH:43]1)[c:3]1[cH:4][c:5](-[c:9]2[n:10]([CH2:22][c:23]3[c:24]([F:31])[cH:25][c:26]([F:30])[cH:27][c:28]3[F:29])[n:11][c:12]3[c:13]([C:18]([F:19])([F:20])[F:21])[cH:14][cH:15][cH:16][c:17]23)[cH:6][cH:7][cH:8]1. Yields the product CN1Cc2c(Cl)cc(Cl)cc2C(c2cccc(S(=O)(=O)NCCOCCOCCOCCN)c2)C1. Reaction SMILES: [N:1](=[N+:2]=[N-:3])[CH2:4][CH2:5][O:6][CH2:7][CH2:8][O:9][CH2:10][CH2:11][O:12][CH2:13][CH2:14][NH:15][S:16](=[O:17])(=[O:18])[c:19]1[cH:20][c:21]([CH:25]2[CH2:26][N:27]([CH3:37])[CH2:28][c:29]3[c:30]([Cl:36])[cH:31][c:32]([Cl:35])[cH:33][c:34]32)[cH:22][cH:23][cH:24]1.[OH2:38]>>[NH2:1][CH2:4][CH2:5][O:6][CH2:7][CH2:8][O:9][CH2:10][CH2:11][O:12][CH2:13][CH2:14][NH:15][S:16](=[O:17])(=[O:18])[c:19]1[cH:20][c:21]([CH:25]2[CH2:26][N:27]([CH3:37])[CH2:28][c:29]3[c:30]([Cl:36])[cH:31][c:32]([Cl:35])[cH:33][c:34]32)[cH:22][cH:23][cH:24]1. Starting materials: CN1Cc2c(Cl)cc(Cl)cc2C(c2cccc(S(=O)(=O)NCCOCCOCCOCCN=[N+]=[N-])c2)C1, O. The reactants are [OH-].OP(=O)(OCC[N+]1=CC=CC=C1)OCC1OCC(C1)SC1=C(N2C(C(C2C1C)C(C)O)=O)C(=O)OCC1=CC=C(C=C1)[N+](=O)[O-] (1-[2-[[Hydroxy[[tetrahydro-4-[[6-(1-hydroxyethyl)-4-methyl-2-[[(4-nitrophenyl)methoxy]carbonyl]-7-oxo-1-azabicyclo[3.2.0]hept-2-en-3-yl]thio]-2-furanyl]methoxy]phosphinyl]oxy]ethyl]pyridinium hydroxide), C([O-])(O)=O.[Na+] (sodium bicarbonate), O (water). Reagents/catalysts: [Pd] (palladium/carbon). Run in O1CCOCC1 (dioxane). The product is [OH-].C(=O)(O)C=1N2C(C(C2C(C1SC1CC(OC1)COP(=O)(OCC[N+]1=CC=CC=C1)O)C)C(C)O)=O (1-[2-[[[[4-[[2-Carboxy-6-(1-hydroxyethyl)-4-methyl-7-oxo-1-azabicyclo[3.2.0]hept-2-en-3-yl]thio]tetrahydro-2-furanyl]methoxy]hydroxyphosphinyl]oxy]ethyl]pyridinium hydroxide). Yield: 130.7%. Reaction SMILES: [OH-].[OH:2][P:3]([O:14][CH2:15][CH:16]1[CH2:20][CH:19]([S:21][C:22]2[CH:28]([CH3:29])[CH:27]3[N:24]([C:25](=[O:33])[CH:26]3[CH:30]([OH:32])[CH3:31])[C:23]=2[C:34]([O:36]CC2C=CC([N+]([O-])=O)=CC=2)=[O:35])[CH2:18][O:17]1)([O:5][CH2:6][CH2:7][N+:8]1[CH:13]=[CH:12][CH:11]=[CH:10][CH:9]=1)=[O:4].C(=O)(O)[O-].[Na+].O>[Pd].O1CCOCC1>[OH-:2].[C:34]([C:23]1[N:24]2[CH:27]([CH:28]([CH3:29])[C:22]=1[S:21][CH:19]1[CH2:18][O:17][CH:16]([CH2:15][O:14][P:3]([OH:4])([O:5][CH2:6][CH2:7][N+:8]3[CH:13]=[CH:12][CH:11]=[CH:10][CH:9]=3)=[O:2])[CH2:20]1)[CH:26]([CH:30]([OH:32])[CH3:31])[C:25]2=[O:33])([OH:36])=[O:35] |f:0.1,2.3,7.8|. Procedure: The title compound is prepared by the procedure of Example 18 using 0.150 g of product from Example 95, 0.025 g of sodium bicarbonate, 3 ml of water, 9 ml of dioxane and 0.030 g of 10% palladium/carbon to give 0.0786 g of the desired product. Procedure: To a solution of 5-(hydroxymethyl)thiophene-2-carboxylic acid (1.430 g, 9.040 mmol) in anhydrous methanol (140 ml) concentrated sulfuric acid (88.7 mg, 0.904 mmol) was added, and the mixture was heated under reflux for 40 hrs. After cooling to 0° C., sodium carbonate (300 mg) was added, and the mixture was concentrated to about 50 ml under reduced pressure. Saturated brine was added, and the mixture was extracted 3 times with ethyl acetate. The combined organic layer was washed with saturated aq... The yield is 296.3%. Reactants: OCC1=CC=C(S1)C(=O)O (5-(hydroxymethyl)thiophene-2-carboxylic acid), CO (methanol), C([O-])([O-])=O.[Na+].[Na+] (sodium carbonate). Run at temperature 0 celsius. Product: OCC1=CC=C(S1)C(=O)OC (methyl 5-(hydroxymethyl)thiophene-2-carboxylate). RXN SMILES: [OH:1][CH2:2][C:3]1[S:7][C:6]([C:8]([OH:10])=[O:9])=[CH:5][CH:4]=1.CO.[C:13](=O)([O-])[O-].[Na+].[Na+]>>[OH:1][CH2:2][C:3]1[S:7][C:6]([C:8]([O:10][CH3:13])=[O:9])=[CH:5][CH:4]=1 |f:2.3.4|. RXN SMILES: [C:1]([CH3:2])([CH3:3])([CH3:4])[O:5][C:6](=[O:7])[NH:8][CH:9]1[CH2:10][CH2:11][S:12][c:13]2[cH:14][c:15]([C:20](=[O:21])[OH:22])[c:16]([Cl:19])[cH:17][c:18]21.[Cl:53][c:54]1[cH:55][cH:56][cH:57][cH:58][n+:59]1[CH3:60].[I-:52].[NH2:23][c:24]1[c:25]2[c:26]([n:27][cH:28][cH:29]1)[n:30]([C:33]([c:34]1[cH:35][cH:36][cH:37][cH:38][cH:39]1)([c:40]1[cH:41][cH:42][cH:43][cH:44][cH:45]1)[c:46]1[cH:47][cH:48][cH:49][cH:50][cH:51]1)[n:31][cH:32]2>>[C:1]([CH3:2])([CH3:3])([CH3:4])[O:5][C:6](=[O:7])[NH:8][CH:9]1[CH2:10][CH2:11][S:12][c:13]2[cH:14][c:15]([C:20](=[O:21])[NH:23][c:24]3[c:25]4[c:26]([n:27][cH:28][cH:29]3)[n:30]([C:33]([c:34]3[cH:35][cH:36][cH:37][cH:38][cH:39]3)([c:40]3[cH:41][cH:42][cH:43][cH:44][cH:45]3)[c:46]3[cH:47][cH:48][cH:49][cH:50][cH:51]3)[n:31][cH:32]4)[c:16]([Cl:19])[cH:17][c:18]21. Product: CC(C)(C)OC(=O)NC1CCSc2cc(C(=O)Nc3ccnc4c3cnn4C(c3ccccc3)(c3ccccc3)c3ccccc3)c(Cl)cc21. Reactants: CC(C)(C)OC(=O)NC1CCSc2cc(C(=O)O)c(Cl)cc21, C[n+]1ccccc1Cl, [I-], Nc1ccnc2c1cnn2C(c1ccccc1)(c1ccccc1)c1ccccc1. Reactants: ice, [H-].[Al+3].[Li+].[H-].[H-].[H-] (lithium aluminium hydride), COC(=O)C1=C(N=C(O1)C=CC1=CC=C(C=C1)OC)COC (4-Methoxymethyl-2-[2-(4-methoxy-phenyl)-vinyl]-oxazole-5-carboxylic acid methyl ester), C(C)(=O)OCC (ethyl acetate), [NH4+].[Cl-] (NH4Cl). The solvent is O1CCCC1 (tetrahydrofuran), O1CCCC1 (tetrahydrofuran). Conditions: temperature 0 celsius, time 1 hour. Product: COCC=1N=C(OC1CO)C=CC1=CC=C(C=C1)OC ({4-methoxymethyl-2-[2-(4-methoxy-phenyl)-vinyl]-oxazol-5-yl}-methanol). Isolated yield 42.1%. RXN SMILES: C[O:2][C:3]([C:5]1[O:9][C:8]([CH:10]=[CH:11][C:12]2[CH:17]=[CH:16][C:15]([O:18][CH3:19])=[CH:14][CH:13]=2)=[N:7][C:6]=1[CH2:20][O:21][CH3:22])=O.[H-].[Al+3].[Li+].[H-].[H-].[H-].C(OCC)(=O)C.[NH4+].[Cl-]>O1CCCC1>[CH3:22][O:21][CH2:20][C:6]1[N:7]=[C:8]([CH:10]=[CH:11][C:12]2[CH:13]=[CH:14][C:15]([O:18][CH3:19])=[CH:16][CH:17]=2)[O:9][C:5]=1[CH2:3][OH:2] |f:1.2.3.4.5.6,8.9|. Procedure: 1.10 g 4-Methoxymethyl-2-[2-(4-methoxy-phenyl)-vinyl]-oxazole-5-carboxylic acid methyl ester were dissolved in 15 ml tetrahydrofuran and added to a ice cooled solution of 137 mg lithium aluminium hydride in 7 ml tetrahydrofuran. The reaction mixture was stirred at 0° C. for one hour. Then 50 ml ethyl acetate and 20 ml saturated NH4Cl solution were added. The precipitate was filtered off through a celite pad and washed with ethyl acetate. The organic layer of the filtrate was separated. The aqueo...